This data is from the Open Reaction Database (ORD), a public repository of structured organic reaction records. The task is: describe an organic reaction: reactants, conditions, products, and yield Starting materials: COC=1C=C2CCC(C2=CC1OC)NCC(=O)O (N-(5,6-Dimethoxy-1-indanyl)glycine), C(C)(=O)SCC(C(=O)Cl)CSC(C)=O (3-acetylthio-2-acetylthiomethylpropionyl chloride), O (water). Solvent: CC(=O)N(C)C (dimethylacetamide). The product is C(C)(=O)SCC(C(=O)N(CC(=O)O)C1CCC2=CC(=C(C=C12)OC)OC)CSC(C)=O (N-(3-acetylthio-2-acetylthiomethylpropionyl)-N-(5,6-dimethoxy-1-indanyl)glycine). The yield is 45.5%. Reaction SMILES: [CH3:1][O:2][C:3]1[CH:4]=[C:5]2[C:9](=[CH:10][C:11]=1[O:12][CH3:13])[CH:8]([NH:14][CH2:15][C:16]([OH:18])=[O:17])[CH2:7][CH2:6]2.[C:19]([S:22][CH2:23][CH:24]([CH2:28][S:29][C:30](=[O:32])[CH3:31])[C:25](Cl)=[O:26])(=[O:21])[CH3:20].O>CC(N(C)C)=O>[C:19]([S:22][CH2:23][CH:24]([CH2:28][S:29][C:30](=[O:32])[CH3:31])[C:25]([N:14]([CH:8]1[C:9]2[C:5](=[CH:4][C:3]([O:2][CH3:1])=[C:11]([O:12][CH3:13])[CH:10]=2)[CH2:6][CH2:7]1)[CH2:15][C:16]([OH:18])=[O:17])=[O:26])(=[O:21])[CH3:20]. Procedure: N-(5,6-Dimethoxy-1-indanyl)glycine (4.0 g) is suspended in 40 ml of dimethylacetamide, then 4.4 g of 3-acetylthio-2-acetylthiomethylpropionyl chloride is added dropwise with stirring at room temperature, and the mixture is stirred at room temperature for 2 hours. The reaction mixture is poured into 400 ml of water and extracted with 300 ml of ethyl acetate. The extract is washed with 30 ml of 10% hydrochloric acid and with water, and dried. After ethyl acetate is distilled off under reduced pres... Starting materials: CN(Cc1ccccc1)c1cc(Br)nc(Oc2cccc(C(F)(F)F)c2)c1, [Li]CCCC, CCOCC, CC(C)N=C=O. The product is CC(C)NC(=O)c1cc(N(C)Cc2ccccc2)cc(Oc2cccc(C(F)(F)F)c2)n1. As a reaction SMILES: [Br:1][c:2]1[n:3][c:4]([O:17][c:18]2[cH:19][c:20]([C:24]([F:25])([F:26])[F:27])[cH:21][cH:22][cH:23]2)[cH:5][c:6]([N:8]([CH2:9][c:10]2[cH:11][cH:12][cH:13][cH:14][cH:15]2)[CH3:16])[cH:7]1.[CH3:28][CH2:29][CH2:30][CH2:31][Li:32].[CH3:39][CH2:40][O:41][CH2:42][CH3:43].[CH:33]([CH3:34])([CH3:35])[N:36]=[C:37]=[O:38]>>[c:2]1([C:37]([NH:36][CH:33]([CH3:34])[CH3:35])=[O:38])[n:3][c:4]([O:17][c:18]2[cH:19][c:20]([C:24]([F:25])([F:26])[F:27])[cH:21][cH:22][cH:23]2)[cH:5][c:6]([N:8]([CH2:9][c:10]2[cH:11][cH:12][cH:13][cH:14][cH:15]2)[CH3:16])[cH:7]1. Reactants: CN(C(=O)c1ccc(Cl)c(-c2cnc(C(F)(F)F)cc2C#N)c1)c1ccccc1O, [K+], [K+], O=C([O-])[O-], CN(C)C=O, CS(=O)(=O)OCCOc1ccccn1. The product is CN(C(=O)c1ccc(Cl)c(-c2cnc(C(F)(F)F)cc2C#N)c1)c1ccccc1OCCOc1ccccn1. Reaction SMILES: [Cl:1][c:2]1[c:3](-[c:19]2[cH:20][n:21][c:22]([C:27]([F:28])([F:29])[F:30])[cH:23][c:24]2[C:25]#[N:26])[cH:4][c:5]([C:6](=[O:7])[N:8]([CH3:9])[c:10]2[c:11]([OH:16])[cH:12][cH:13][cH:14][cH:15]2)[cH:17][cH:18]1.[K+:45].[K+:46].[O-:47][C:48]([O-:49])=[O:50].[O:51]=[CH:52][N:53]([CH3:54])[CH3:55].[n:31]1[c:32]([O:37][CH2:38][CH2:39][O:40][S:41]([CH3:42])(=[O:43])=[O:44])[cH:33][cH:34][cH:35][cH:36]1>>[Cl:1][c:2]1[c:3](-[c:19]2[cH:20][n:21][c:22]([C:27]([F:28])([F:29])[F:30])[cH:23][c:24]2[C:25]#[N:26])[cH:4][c:5]([C:6](=[O:7])[N:8]([CH3:9])[c:10]2[c:11]([O:16][CH2:39][CH2:38][O:37][c:32]3[n:31][cH:36][cH:35][cH:34][cH:33]3)[cH:12][cH:13][cH:14][cH:15]2)[cH:17][cH:18]1. The reactants are C(=C)OCCCC (butyl vinyl ether), Cl (hydrochloric acid), BrC1=C2C3(C(N(C2=CC=C1)C)=O)COC1=CC2=C(OCCO2)C=C13 (4′-bromo-1′-methyl-2,3-dihydrospiro[furo[2,3-g][1,4]benzodioxine-8,3′-indol]-2′(1′H)-one), C1(=CC=CC=C1)P(CCCP(C1=CC=CC=C1)C1=CC=CC=C1)C1=CC=CC=C1 (1,3-bis(diphenylphosphino)propane), C([O-])([O-])=O.[K+].[K+] (potassium carbonate), C([O-])([O-])=O.[Na+].[Na+] (sodium carbonate). Reagents/catalysts: C(C)(=O)[O-].[Pd+2].C(C)(=O)[O-] (palladium (II) acetate). Run in O (water), CN(C=O)C (N,N-dimethylformamide), C(C)(=O)OCC (Ethyl acetate), O (water). Run at temperature 120 celsius, time 1 hour. The product is C(C)(=O)C1=C2C3(C(N(C2=CC=C1)C)=O)COC1=CC2=C(OCCO2)C=C13 (4′-acetyl-1′-methyl-2,3-dihydrospiro[furo[2,3-g][1,4]benzodioxine-8,3′-indol]-2′(1′H)-one). The yield is 75.1%. As a reaction SMILES: Br[C:2]1[CH:10]=[CH:9][CH:8]=[C:7]2[C:3]=1[C:4]1([C:24]3[C:15](=[CH:16][C:17]4[O:22][CH2:21][CH2:20][O:19][C:18]=4[CH:23]=3)[O:14][CH2:13]1)[C:5](=[O:12])[N:6]2[CH3:11].C1(P(C2C=CC=CC=2)CCCP(C2C=CC=CC=2)C2C=CC=CC=2)C=CC=CC=1.C(=O)([O-])[O-].[K+].[K+].[CH:60]([O:62]CCCC)=[CH2:61].Cl.C(=O)([O-])[O-].[Na+].[Na+]>O.C([O-])(=O)C.[Pd+2].C([O-])(=O)C.C(OCC)(=O)C.CN(C)C=O>[C:60]([C:2]1[CH:10]=[CH:9][CH:8]=[C:7]2[C:3]=1[C:4]1([C:24]3[C:15](=[CH:16][C:17]4[O:22][CH2:21][CH2:20][O:19][C:18]=4[CH:23]=3)[O:14][CH2:13]1)[C:5](=[O:12])[N:6]2[CH3:11])(=[O:62])[CH3:61] |f:2.3.4,7.8.9,11.12.13|. Procedure: A 10 mL septum-capped microwave pressure tube was charged with 4′-bromo-1′-methyl-2,3-dihydrospiro[furo[2,3-g][1,4]benzodioxine-8,3′-indol]-2′(1′H)-one (0.39 g, 1.0 mmol), palladium (II) acetate (0.022 g, 0.1 mmol), 1,3-bis(diphenylphosphino)propane (0.10 g, 0.25 mmol) and potassium carbonate (0.17 g, 1.2 mmol). The tube was capped and purged for 5 min with dry nitrogen, and butyl vinyl ether (0.52 mL, 4.0 mmol), N,N-dimethylformamide (2.0 mL) and water (0.2 mL) were added. The reaction mixture ... Yields the product Cc1cc(C(F)(F)F)nn1CC(=O)N1CCC(C(=O)O)CC1. Reaction SMILES: [CH3:1][c:2]1[cH:3][c:4]([C:21]([F:22])([F:23])[F:24])[n:5][n:6]1[CH2:7][C:8](=[O:9])[N:10]1[CH2:11][CH2:12][CH:13]([C:16](=[O:17])[O:18][CH2:19][CH3:20])[CH2:14][CH2:15]1.[CH3:28][OH:29].[ClH:27].[Na+:26].[OH-:25]>>[CH3:1][c:2]1[cH:3][c:4]([C:21]([F:22])([F:23])[F:24])[n:5][n:6]1[CH2:7][C:8](=[O:9])[N:10]1[CH2:11][CH2:12][CH:13]([C:16](=[O:17])[OH:18])[CH2:14][CH2:15]1. Starting materials: CCOC(=O)C1CCN(C(=O)Cn2nc(C(F)(F)F)cc2C)CC1, CO, Cl, [Na+], [OH-]. Reactants: FC=1C(=C2C=CC(NC2=CC1)C)CO (1,2-dihydro-6-fluoro-5-hydroxymethylquinaldine). The reagents and catalysts are [Pd] (palladium on charcoal), [Pt] (platinum on charcoal). Solvent: C(C)O (ethanol), Cl (hydrochloric acid). Conditions: time 5 hour. Product: FC=1C(=C2CCC(NC2=CC1)C)CO (6-fluoro-5-hydroxymethyl-1,2,3,4-tetrahydroquinaldine). RXN SMILES: [F:1][C:2]1[C:3]([CH2:13][OH:14])=[C:4]2[C:9](=[CH:10][CH:11]=1)[NH:8][CH:7]([CH3:12])[CH:6]=[CH:5]2>C(O)C.Cl.[Pd].[Pt]>[F:1][C:2]1[C:3]([CH2:13][OH:14])=[C:4]2[C:9](=[CH:10][CH:11]=1)[NH:8][CH:7]([CH3:12])[CH2:6][CH2:5]2. Procedure: A solid which was chiefly 1,2-dihydro-6-fluoro-5-hydroxymethylquinaldine (7.0 g) was dissolved in 200 ml of ethanol containing 1 ml of concentrated hydrochloric acid, 1.0 g of 5% palladium on charcoal, and 1.0 g 5% platinum on charcoal and the mixture was hydrogenated at 50 psi at 20° C. for 5 hours. The solution was filtered and the filtrate was evaporated to provide white solid 6-fluoro-5-hydroxymethyl-1,2,3,4-tetrahydroquinaldine as determined by nuclear magnetic resonance spectral analysis. Starting materials: CC(C)N(C(=O)c1ccc(OCCCCCOc2ccc(C#N)c(F)c2)cc1)C(C)C, CCO, Cl, NO, [Na+], [OH-]. Yields the product CC(C)N(C(=O)c1ccc(OCCCCCOc2ccc(C(N)=NO)c(F)c2)cc1)C(C)C. Reaction SMILES: [C:1](#[N:2])[c:3]1[c:4]([F:31])[cH:5][c:6]([O:7][CH2:8][CH2:9][CH2:10][CH2:11][CH2:12][O:13][c:14]2[cH:15][cH:16][c:17]([C:18](=[O:19])[N:20]([CH:21]([CH3:22])[CH3:23])[CH:24]([CH3:25])[CH3:26])[cH:27][cH:28]2)[cH:29][cH:30]1.[CH3:37][CH2:38][OH:39].[ClH:34].[NH2:35][OH:36].[Na+:33].[OH-:32]>>[C:1]([NH2:2])([c:3]1[c:4]([F:31])[cH:5][c:6]([O:7][CH2:8][CH2:9][CH2:10][CH2:11][CH2:12][O:13][c:14]2[cH:15][cH:16][c:17]([C:18](=[O:19])[N:20]([CH:21]([CH3:22])[CH3:23])[CH:24]([CH3:25])[CH3:26])[cH:27][cH:28]2)[cH:29][cH:30]1)=[N:35][OH:32]. Starting materials: CN(C)C(=O)Oc2ccc1ccccc1c2 (substrate), c4ccc(B3OB(c1ccccc1)OB(c2ccccc2)O3)cc4 (effective_coupling_partner). Reagents/catalysts: PCy3. Conditions: temperature 110 celsius, time 16 hour. Yields the product c3ccc(c2ccc1ccccc1c2)cc3.